Task: describe an organic reaction: reactants, conditions, products, and yield. Dataset: the Open Reaction Database (ORD), a public repository of structured organic reaction records Starting materials: CS(=O)(=O)c1ccc(NC2CCN(CCC(c3ccccc3)c3ccccc3)CC2)c([N+](=O)[O-])c1, CO, [Cl-], Cl, O, O. Yields the product CS(=O)(=O)c1ccc(NC2CCN(CCC(c3ccccc3)c3ccccc3)CC2)c(N)c1. Reaction SMILES: [CH3:1][S:2](=[O:3])(=[O:4])[c:5]1[cH:6][c:7]([N+:33]([O-:34])=[O:35])[c:8]([NH:9][CH:10]2[CH2:11][CH2:12][N:13]([CH2:16][CH2:17][CH:18]([c:19]3[cH:20][cH:21][cH:22][cH:23][cH:24]3)[c:25]3[cH:26][cH:27][cH:28][cH:29][cH:30]3)[CH2:14][CH2:15]2)[cH:31][cH:32]1.[CH3:40][OH:41].[Cl-:39].[ClH:36].[OH2:37].[OH2:38]>>[CH3:1][S:2](=[O:3])(=[O:4])[c:5]1[cH:6][c:7]([NH2:33])[c:8]([NH:9][CH:10]2[CH2:11][CH2:12][N:13]([CH2:16][CH2:17][CH:18]([c:19]3[cH:20][cH:21][cH:22][cH:23][cH:24]3)[c:25]3[cH:26][cH:27][cH:28][cH:29][cH:30]3)[CH2:14][CH2:15]2)[cH:31][cH:32]1. Reactants: O[C@@H]1C[C@H](N(C1)C(CC(C1=CC=C(C=C1)CC)(C1=CC=C(C=C1)CC)C1=CC=C(C=C1)CC)=O)C(=O)N1[C@H](CCC1)C(=O)NC[C@@H]1CNCCC1 ((2R)-1-((2S,4R)-4-hydroxy-1-{3,3,3-tris(4-ethylphenyl)propanoyl}pyrrolidin-2-yl)carbonyl-N-{((3S)-3-piperidyl)methyl}pyrrolidine-2-carboxamide), C(C)I (ethyl iodide). Product: C(C)N1C[C@H](CCC1)CNC(=O)[C@@H]1N(CCC1)C(=O)[C@H]1N(C[C@@H](C1)O)C(CC(C1=CC=C(C=C1)CC)(C1=CC=C(C=C1)CC)C1=CC=C(C=C1)CC)=O ((2R)-N-{((3R)-1-ethyl-3-piperidyl)methyl}-1-((2S,4R)-4-hydroxy-1-{3,3,3-tris(4-ethylphenyl)propanoyl}pyrrolidin-2-yl)carbonylpyrrolidine-2-carboxamide). Reaction SMILES: [OH:1][C@H:2]1[CH2:6][N:5]([C:7](=[O:34])[CH2:8][C:9]([C:26]2[CH:31]=[CH:30][C:29]([CH2:32][CH3:33])=[CH:28][CH:27]=2)([C:18]2[CH:23]=[CH:22][C:21]([CH2:24][CH3:25])=[CH:20][CH:19]=2)[C:10]2[CH:15]=[CH:14][C:13]([CH2:16][CH3:17])=[CH:12][CH:11]=2)[C@H:4]([C:35]([N:37]2[CH2:41][CH2:40][CH2:39][C@@H:38]2[C:42]([NH:44][CH2:45][C@H:46]2[CH2:51][CH2:50][CH2:49][NH:48][CH2:47]2)=[O:43])=[O:36])[CH2:3]1.[CH2:52](I)[CH3:53]>>[CH2:52]([N:48]1[CH2:49][CH2:50][CH2:51][C@H:46]([CH2:45][NH:44][C:42]([C@H:38]2[CH2:39][CH2:40][CH2:41][N:37]2[C:35]([C@@H:4]2[CH2:3][C@@H:2]([OH:1])[CH2:6][N:5]2[C:7](=[O:34])[CH2:8][C:9]([C:18]2[CH:19]=[CH:20][C:21]([CH2:24][CH3:25])=[CH:22][CH:23]=2)([C:10]2[CH:11]=[CH:12][C:13]([CH2:16][CH3:17])=[CH:14][CH:15]=2)[C:26]2[CH:31]=[CH:30][C:29]([CH2:32][CH3:33])=[CH:28][CH:27]=2)=[O:36])=[O:43])[CH2:47]1)[CH3:53]. Procedure details: The title compound was prepared by a method similar to Example 77, using (2R)-1-((2S,4R)-4-hydroxy-1-{3,3,3-tris(4-ethylphenyl)propanoyl}pyrrolidin-2-yl)carbonyl-N-{((3S)-3-piperidyl)methyl}pyrrolidine-2-carboxamide and ethyl iodide. The compound was obtained as a white solid. The reactants are N([C@@H](CCCNC(NS(=O)(=O)C1=C(C)C=2CCC(C)(C)OC2C(C)=C1C)=N)C(=O)O)C(=O)OCC1C2=CC=CC=C2C2=CC=CC=C12 (Fmoc-Arg(Pmc)), N[C@@H](C(C)C)C(=O)N[C@@H](CC(OCC=C)=O)C(=O)OCC1=CC=CC=C1 (Val-Asp(OAllyl)-OBzl), Cl (HCl), Benzotriazolyloxy-tris[pyrrolidino]-phosphonium hexafluoroacetate, CN1CCOCC1 (N-methylmorpholine), CN1CCOCC1 (N-methylmorpholine). Solvent: O (water), C(C)(=O)OCC (ethyl acetate), CN(C=O)C (Dimethylformamide), CN(C=O)C (dimethylformamide), C(C)#N (acetonitrile). Product: N([C@@H](CCCNC(NS(=O)(=O)C1=C(C)C=2CCC(C)(C)OC2C(C)=C1C)=N)C(=O)N[C@@H](C(C)C)C(=O)N[C@@H](CC(OCC=C)=O)C(=O)OCC1=CC=CC=C1)C(=O)OCC1C2=CC=CC=C2C2=CC=CC=C12 (Fmoc-Arg(Pmc)-Val-Asp(OAllyl)-OBzl). As a reaction SMILES: [NH:1]([C:31]([O:33][CH2:34][CH:35]1[C:47]2[C:42](=[CH:43][CH:44]=[CH:45][CH:46]=2)[C:41]2[C:36]1=[CH:37][CH:38]=[CH:39][CH:40]=2)=[O:32])[C@H:2]([C:28]([OH:30])=O)[CH2:3][CH2:4][CH2:5][NH:6][C:7](=[NH:27])[NH:8][S:9]([C:12]1[C:25]([CH3:26])=[C:23]([CH3:24])[C:22]2[O:21][C:18]([CH3:20])([CH3:19])[CH2:17][CH2:16][C:15]=2[C:13]=1[CH3:14])(=[O:11])=[O:10].CN1CCOCC1.Cl.[NH2:56][C@H:57]([C:61]([NH:63][C@H:64]([C:72]([O:74][CH2:75][C:76]1[CH:81]=[CH:80][CH:79]=[CH:78][CH:77]=1)=[O:73])[CH2:65][C:66](=[O:71])[O:67][CH2:68][CH:69]=[CH2:70])=[O:62])[CH:58]([CH3:60])[CH3:59]>CN(C)C=O.O.C(OCC)(=O)C.C(#N)C>[NH:1]([C:31]([O:33][CH2:34][CH:35]1[C:47]2[C:42](=[CH:43][CH:44]=[CH:45][CH:46]=2)[C:41]2[C:36]1=[CH:37][CH:38]=[CH:39][CH:40]=2)=[O:32])[C@H:2]([C:28]([NH:56][C@H:57]([C:61]([NH:63][C@H:64]([C:72]([O:74][CH2:75][C:76]1[CH:77]=[CH:78][CH:79]=[CH:80][CH:81]=1)=[O:73])[CH2:65][C:66](=[O:71])[O:67][CH2:68][CH:69]=[CH2:70])=[O:62])[CH:58]([CH3:59])[CH3:60])=[O:30])[CH2:3][CH2:4][CH2:5][NH:6][C:7](=[NH:27])[NH:8][S:9]([C:12]1[C:25]([CH3:26])=[C:23]([CH3:24])[C:22]2[O:21][C:18]([CH3:20])([CH3:19])[CH2:17][CH2:16][C:15]=2[C:13]=1[CH3:14])(=[O:10])=[O:11]. Reported procedure: In a 3 neck, 3 L flask equipped with a mechanical stirrer is placed 17.25 g (26 mmol) Fmoc-Arg(Pmc) and 300 mL acetonitrile and the mixture is stirred at ambient temperature until a clear solution is obtained. Benzotriazolyloxy-tris[pyrrolidino]-phosphonium hexafluoroacetate (PyBOP) is added, the solution cooled to 2° C., and 2.6 g (26 mmol) of N-methylmorpholine is added, forming a white tar. Dimethylformamide (52 mL) is added slowly until the tar dissolves, and the mixture is stirred at 3° C. ... The reactants are [H-].[Na+] (sodium hydride), O=C1C(CCC1)C(=O)OCCOCC (ethoxyethyl 2-oxocyclopentane-carboxylate), FC1=CC=C(CBr)C=C1 (p-fluorobenzyl bromide), [H][H] (hydrogen). Solvent: CN(C)C=O (DMF), CCCCCC (n-hexane). Conditions: time 30 minute. Product: FC1=CC=C(CC2(C(CCC2)=O)C(=O)OC)C=C1 (methyl 1-(p-Fluoro benzyl)-2-oxocyclopentanecarboxylate). Reaction SMILES: [H-].[Na+].[O:3]=[C:4]1[CH2:8][CH2:7][CH2:6][CH:5]1[C:9]([O:11][CH2:12]COCC)=[O:10].[H][H].[F:19][C:20]1[CH:27]=[CH:26][C:23]([CH2:24]Br)=[CH:22][CH:21]=1>CN(C=O)C.CCCCCC>[F:19][C:20]1[CH:27]=[CH:26][C:23]([CH2:24][C:5]2([C:9]([O:11][CH3:12])=[O:10])[CH2:6][CH2:7][CH2:8][C:4]2=[O:3])=[CH:22][CH:21]=1 |f:0.1|. Procedure details: To a stirred suspension of n-hexane-washed sodium hydride (0.94 g, 39.0 mmol, 1.3 eq) there was added a solution of ethoxyethyl 2-oxocyclopentane-carboxylate (4.26 g, 30.0 mmol, 1.0 eq) in DMF (15 ml) at 0° C. The resulting solution was warmed to room temperature and then stirred for 30 min: the solution became orange. After terminal evolution of hydrogen had been confirmed, p-fluorobenzyl bromide (6.80 g, 36.0 m mol, 1.2 eq) was added to the resulting solution at 0° C. The reaction mixture was ... Reactants: CO, N#CO[K], NCC1CC(n2cc(-c3cccc(OCc4ccccc4)c3)c3c(N)ncnc32)C1. Yields the product NC(=O)NCC1CC(n2cc(-c3cccc(OCc4ccccc4)c3)c3c(N)ncnc32)C1. RXN SMILES: [CH3:35][OH:36].[K:31][O:32][C:33]#[N:34].[NH2:1][CH2:2][CH:3]1[CH2:4][CH:5]([n:7]2[cH:8][c:9](-[c:17]3[cH:18][c:19]([O:23][CH2:24][c:25]4[cH:26][cH:27][cH:28][cH:29][cH:30]4)[cH:20][cH:21][cH:22]3)[c:10]3[c:11]2[n:12][cH:13][n:14][c:15]3[NH2:16])[CH2:6]1>>[NH:1]([CH2:2][CH:3]1[CH2:4][CH:5]([n:7]2[cH:8][c:9](-[c:17]3[cH:18][c:19]([O:23][CH2:24][c:25]4[cH:26][cH:27][cH:28][cH:29][cH:30]4)[cH:20][cH:21][cH:22]3)[c:10]3[c:11]2[n:12][cH:13][n:14][c:15]3[NH2:16])[CH2:6]1)[C:33](=[O:32])[NH2:34]. The reactants are C(C)N1C(N(C2=C(C1=O)C(=NN2)NC)CC2=CC=C(C=C2)C)=O (5-ethyl-3-methylamino-7-(4-methylbenzyl)-pyrazolo[3,4-d]pyrimidine-4,6(5H,7H)-dione), C(C)(=O)OC(C)=O (acetic anhydride). The solvent is N1=CC=CC=C1 (pyridine). Conditions: temperature 60 celsius, time 18 hour. The product is C(C)(=O)N1N=C2N(C(N(C(C2=C1NC)=O)CC)=O)CC1=CC=C(C=C1)C (2-Acetyl-5-ethyl-3-methylamino-7-(4-methylbenzyl)-2H-pyrazolo[3,4-d]pyrimidine-4,6(5H,7H)-dione). Reaction SMILES: [CH2:1]([N:3]1[C:8](=[O:9])[C:7]2[C:10]([NH:13][CH3:14])=[N:11][NH:12][C:6]=2[N:5]([CH2:15][C:16]2[CH:21]=[CH:20][C:19]([CH3:22])=[CH:18][CH:17]=2)[C:4]1=[O:23])[CH3:2].[C:24](OC(=O)C)(=[O:26])[CH3:25]>N1C=CC=CC=1>[C:24]([N:11]1[C:10]([NH:13][CH3:14])=[C:7]2[C:6]([N:5]([CH2:15][C:16]3[CH:17]=[CH:18][C:19]([CH3:22])=[CH:20][CH:21]=3)[C:4](=[O:23])[N:3]([CH2:1][CH3:2])[C:8]2=[O:9])=[N:12]1)(=[O:26])[CH3:25]. Procedure: A mixture of 5-ethyl-3-methylamino-7-(4-methylbenzyl)-pyrazolo[3,4-d]pyrimidine-4,6(5H,7H)-dione (0.5 g, 1.6 mM) and acetic anhydride (0.33 g, 3,2 mM) in pyridine (5 ml) was stirred at 60° C. for 18 hours.